Dataset: the Open Reaction Database (ORD), a public repository of structured organic reaction records. Task: describe an organic reaction: reactants, conditions, products, and yield Starting materials: C(C)(C)(C)C1CC=2C=C(N=NC2CC1)Cl (6-tert.butyl-3-chloro-5,6,7,8-tetrahydrocinnoline), O.NN (hydrazine hydrate), O1CCCC1 (tetrahydrofuran). Run in C(C)O (ethanol). Reaction conditions: time 23 hour. Yields the product C(C)(C)(C)C1CC=2C=C(N=NC2CC1)NN (6-tert.Butyl-3-hydrazino-5,6,7,8-tetrahydrocinnoline). As a reaction SMILES: [C:1]([CH:5]1[CH2:14][CH2:13][C:12]2[N:11]=[N:10][C:9](Cl)=[CH:8][C:7]=2[CH2:6]1)([CH3:4])([CH3:3])[CH3:2].O1CCCC1.O.[NH2:22][NH2:23]>C(O)C>[C:1]([CH:5]1[CH2:14][CH2:13][C:12]2[N:11]=[N:10][C:9]([NH:22][NH2:23])=[CH:8][C:7]=2[CH2:6]1)([CH3:4])([CH3:3])[CH3:2] |f:2.3|. Procedure: A suspension of 13.8 g of 6-tert.butyl-3-chloro-5,6,7,8-tetrahydrocinnoline in 100 cc of hydrazine hydrate is stirred in an oil bath of 100° for 23 hours, whereby 20 cc of tetrahydrofuran are added after 1 hour. The mixture is worked up as described in Example 4, and the resulting crude oily title compound is dissolved in 40 cc of absolute ethanol, and hydrochloric acid in ethanol is added to the solution until an acid reaction is obtained. The hydrochloride which crystallizes is triturated with... The reactants are C(C)OC(=O)C1CCC1 (cyclobutanecarboxylic acid ethyl ester), C(C)#N (acetonitrile). Product: C1(CCC1)C(CC#N)=O (3-Cyclobutyl-3-oxo-propionitrile). Reaction SMILES: C(O[C:4]([CH:6]1[CH2:9][CH2:8][CH2:7]1)=[O:5])C.[C:10](#[N:12])[CH3:11]>>[CH:6]1([C:4](=[O:5])[CH2:11][C:10]#[N:12])[CH2:7][CH2:8][CH2:9]1. Procedure: The title compound was prepared in analogy to example 101 step A from cyclobutanecarboxylic acid ethyl ester and acetonitrile. Light yellow oil. Reactants: O=C([O-])[O-], CNc1ccnc2cc(-c3cn(C)cn3)sc12, [Cs+], [Cs+], O=[N+]([O-])c1ccc(F)c(F)c1, CN(C)C=O, O. The product is CN(c1ccc([N+](=O)[O-])cc1F)c1ccnc2cc(-c3cn(C)cn3)sc12. As a reaction SMILES: [C:29](=[O:30])([O-:31])[O-:32].[CH3:1][NH:2][c:3]1[c:4]2[c:5]([n:6][cH:7][cH:8]1)[cH:9][c:10](-[c:12]1[n:13][cH:14][n:15]([CH3:17])[cH:16]1)[s:11]2.[Cs+:33].[Cs+:34].[F:18][c:19]1[cH:20][c:21]([N+:26](=[O:27])[O-:28])[cH:22][cH:23][c:24]1[F:25].[O:35]=[CH:36][N:37]([CH3:38])[CH3:39].[OH2:40]>>[CH3:1][N:2]([c:3]1[c:4]2[c:5]([n:6][cH:7][cH:8]1)[cH:9][c:10](-[c:12]1[n:13][cH:14][n:15]([CH3:17])[cH:16]1)[s:11]2)[c:24]1[c:19]([F:18])[cH:20][c:21]([N+:26](=[O:27])[O-:28])[cH:22][cH:23]1. The yield is 61.0%. Reaction conditions: time 15.5 hour. As a reaction SMILES: [CH3:1][O:2][CH2:3][O:4][C@H:5]1[CH2:9][CH2:8][N:7]([CH2:10][C@H:11]([C:13]2[CH:18]=[CH:17][CH:16]=[CH:15][CH:14]=2)O)[CH2:6]1.COCO[C@H]1CCN([C@H](C2C=CC=CC=2)CO)C1.CN.CS(Cl)(=O)=O.[H-].[Na+].[Cl:46][C:47]1[CH:48]=[C:49]([CH:52]=[CH:53][C:54]=1[NH:55][CH3:56])[C:50]#[N:51].[NH4+].[OH-]>C(Cl)Cl.CN(C)C=O.O>[Cl:46][C:47]1[CH:48]=[C:49]([CH:52]=[CH:53][C:54]=1[N:55]([C@@H:11]([C:13]1[CH:18]=[CH:17][CH:16]=[CH:15][CH:14]=1)[CH2:10][N:7]1[CH2:8][CH2:9][C@H:5]([O:4][CH2:3][O:2][CH3:1])[CH2:6]1)[CH3:56])[C:50]#[N:51] |f:4.5,7.8|. Starting materials: [NH4+].[OH-] (NH4OH), COCO[C@@H]1CN(CC1)C[C@@H](O)C1=CC=CC=C1 (2-(3-(S)-methoxymethoxypyrrolidin-1-yl)-1-(S)-phenylethanol), COCO[C@@H]1CN(CC1)[C@@H](CO)C1=CC=CC=C1 (2-(3-(S)-methoxymethoxypyrrolidin-1-yl)-2-(R)-phenylethanol), CN (methylamine), CS(=O)(=O)Cl (methanesulfonyl chloride), [H-].[Na+] (NaH), ClC=1C=C(C#N)C=CC1NC (3-chloro-4-methylaminobenzonitrile). Reported procedure: To a stirred solution of the mixture of 2-(3-(S)-methoxymethoxypyrrolidin-1-yl)-1-(S)-phenylethanol and 2-(3-(S)-methoxymethoxypyrrolidin-1-yl)-2-(R)-phenylethanol (251 mg, 1.00 mmol) and methylamine (0.167 ml, 1.20 mmol) in CH2Cl2 (4 ml) was added methanesulfonyl chloride (0.093 ml, 1.20 mmol) dropwise at 0° C. (ice bath). After 15.5 h stirring at room temperature, the reaction mixture was washed with saturated NaHCO3 aqueous solution, brine, dried (Na2SO4), and concentrated to give 238 mg of b... Yields the product ClC=1C=C(C#N)C=CC1N(C)[C@H](CN1C[C@H](CC1)OCOC)C1=CC=CC=C1 (3-chloro-4-{N-[2-(3-(S)-methoxymethoxypyrrolidin-1-yl)-1-(S)-phenylethyl]-N-methylamino}benzonitrile). The solvent is O (H2O), CN(C=O)C (N,N-dimethylformamide), C(Cl)Cl (CH2Cl2), CN(C=O)C (N,N-dimethylformamide).